From a dataset of the Open Reaction Database (ORD), a public repository of structured organic reaction records. describe an organic reaction: reactants, conditions, products, and yield Starting materials: CC(C)(C)[Si](C)(C)Cl, CN(C)c1ccncc1, CN(C)C=O, O, CC12CCC3C(CC=C4CC(O)CCC43C)C1C=CC2=O. Yields the product CC12CCC3C(CC=C4CC(O[Si](C)(C)C(C)(C)C)CCC43C)C1C=CC2=O. RXN SMILES: [C:1]([CH3:2])([CH3:3])([CH3:4])[Si:5]([CH3:6])([CH3:7])[Cl:8].[CH3:31][N:32]([CH3:33])[c:34]1[cH:35][cH:36][n:37][cH:38][cH:39]1.[O:40]=[CH:41][N:42]([CH3:43])[CH3:44].[OH2:30].[OH:9][CH:10]1[CH2:11][C:12]2=[CH:13][CH2:14][CH:15]3[CH:16]4[CH:17]=[CH:18][C:19](=[O:29])[C:20]4([CH3:21])[CH2:22][CH2:23][CH:24]3[C:25]2([CH3:28])[CH2:26][CH2:27]1>>[C:1]([CH3:2])([CH3:3])([CH3:4])[Si:5]([CH3:6])([CH3:7])[O:9][CH:10]1[CH2:11][C:12]2=[CH:13][CH2:14][CH:15]3[CH:16]4[CH:17]=[CH:18][C:19](=[O:29])[C:20]4([CH3:21])[CH2:22][CH2:23][CH:24]3[C:25]2([CH3:28])[CH2:26][CH2:27]1.